This data is from the Open Reaction Database (ORD), a public repository of structured organic reaction records. The task is: describe an organic reaction: reactants, conditions, products, and yield Starting materials: C(C)(C)(C)OC(NC1=C(C=C(C(=C1)N1CCCC1)C(F)(F)F)N)=O ((2-amino-5-pyrrolidin-1-yl-4-trifluoromethyl-phenyl)-carbamic acid tert.-butyl ester), C(C)(C)(C)OC(CC(=O)C1=CC(=NC=C1)C#N)=O (3-(2-cyano-pyridin-4-yl)-3-oxo-propionic acid tert.-butyl ester). Yields the product C(C)(C)(C)OC(NC1=C(C=C(C(=C1)N1CCCC1)C(F)(F)F)NC(CC(=O)C1=CC(=NC=C1)C#N)=O)=O ({2-[3-(2-Cyano-pyridin-4-yl)-3-oxo-propionylamino]-5-pyrrolidin-1-yl-4-trifluoromethyl-phenyl}-carbamic acid tert.-butyl ester), solid. RXN SMILES: [C:1]([O:5][C:6](=[O:24])[NH:7][C:8]1[CH:13]=[C:12]([N:14]2[CH2:18][CH2:17][CH2:16][CH2:15]2)[C:11]([C:19]([F:22])([F:21])[F:20])=[CH:10][C:9]=1[NH2:23])([CH3:4])([CH3:3])[CH3:2].C([O:29][C:30](=O)[CH2:31][C:32]([C:34]1[CH:39]=[CH:38][N:37]=[C:36]([C:40]#[N:41])[CH:35]=1)=[O:33])(C)(C)C>>[C:1]([O:5][C:6](=[O:24])[NH:7][C:8]1[CH:13]=[C:12]([N:14]2[CH2:18][CH2:17][CH2:16][CH2:15]2)[C:11]([C:19]([F:21])([F:22])[F:20])=[CH:10][C:9]=1[NH:23][C:30](=[O:29])[CH2:31][C:32]([C:34]1[CH:39]=[CH:38][N:37]=[C:36]([C:40]#[N:41])[CH:35]=1)=[O:33])([CH3:4])([CH3:2])[CH3:3]. Procedure: The title compound was prepared from (2-amino-5-pyrrolidin-1-yl-4-trifluoromethyl-phenyl)-carbamic acid tert.-butyl ester (Example J12) (173 mg, 0.5 mmol) and 3-(2-cyano-pyridin-4-yl)-3-oxo-propionic acid tert.-butyl ester (Example K3) (150 mg, 0.61 mmol) according to the general procedure M. Obtained as a yellow solid (140 mg). The reactants are C(C1=CC=CC=C1)C1CCN(CC1)CC(=O)NC1=CC=C(C=C1)NS(=O)(=O)C (2-(4-Benzyl-piperidin-1-yl)-N-(4-methanesulfonylamino-phenyl)-acetamide), CN(C1CCNCC1)C1=CC=C(C=C1)C (4-(methyl-p-tolyl-amino)-piperidine). Solvent: C(C)OCC (diethylether). Yields the product CS(=O)(=O)NC1=CC=C(C=C1)NC(CN1CCC(CC1)N(C1=CC=C(C=C1)C)C)=O (N-(4-Methanesulfonylamino-phenyl)-2-[4-(methyl-p-tolyl-amino)-piperidin-1-yl]-acetamide). RXN SMILES: C([CH:8]1[CH2:13][CH2:12][N:11]([CH2:14][C:15]([NH:17][C:18]2[CH:23]=[CH:22][C:21]([NH:24][S:25]([CH3:28])(=[O:27])=[O:26])=[CH:20][CH:19]=2)=[O:16])[CH2:10][CH2:9]1)C1C=CC=CC=1.[CH3:29][N:30]([C:37]1[CH:42]=[CH:41][C:40]([CH3:43])=[CH:39][CH:38]=1)C1CCNCC1>C(OCC)C>[CH3:28][S:25]([NH:24][C:21]1[CH:20]=[CH:19][C:18]([NH:17][C:15](=[O:16])[CH2:14][N:11]2[CH2:10][CH2:9][CH:8]([N:30]([CH3:29])[C:37]3[CH:42]=[CH:41][C:40]([CH3:43])=[CH:39][CH:38]=3)[CH2:13][CH2:12]2)=[CH:23][CH:22]=1)(=[O:26])=[O:27]. Procedure: The title compound is prepared from 2-chloro-N-(4-methanesulfonylamino-phenyl)-acetamide (Example 180) and 4-(methyl-p-tolyl-amino)-piperidine [Arzneimittel Forschung/Drug Research 44(II), 989. (19994)]) according to the method described in Example 142b. Melting Point: 128-130° C. (diethylether) The reactants are [N+](=O)([O-])C1=CC=C(COC(=O)N[C@@H]2CN(CC2)C(=O)[C@H]2N(C[C@H](C2)SC=2[C@@H]([C@H]3N(C2C(=O)OCC2=CC=C(C=C2)[N+](=O)[O-])C([C@@H]3[C@@H](C)O)=O)C)C)C=C1 (4-nitrobenzyl (1R, 5S ,6S)-2-{(2S, 4S)-2-[(3S)-3-(4-nitrobenzyloxycarbonyl)aminopyrrolidin-1-ylcarbonyl]-1-methylpyrrolidin-4ylthio}-6-[(1R)-1-hydroxyethyl]-1-methyl-1-carbapen-2-em-3-carboxylate), Cl (hydrochloric acid). The solvent is O1CCCC1 (tetrahydrofuran), O (water). The product is Cl.N[C@@H]1CN(CC1)C(=O)[C@H]1N(C[C@H](C1)SC=1[C@@H]([C@H]2N(C1C(=O)O)C([C@@H]2[C@@H](C)O)=O)C)C ((1R, 5S, 6S)-2-[(2S, 4S)-2-[(3S)-3-Aminopyrrolidin-1-ylcarbonyl]-1-methylpyrrolidin-4-ylthio]-6-[(1R)-1-hydroxyethyl]-1-methyl-1-carbapen-2-em-3-carboxylic acid hydrochloride). RXN SMILES: [N+](C1C=CC(COC([NH:12][C@H:13]2[CH2:17][CH2:16][N:15]([C:18]([C@@H:20]3[CH2:24][C@H:23]([S:25][C:26]4[C@H:27]([CH3:50])[C@@H:28]5[C@@H:45]([C@H:46]([OH:48])[CH3:47])[C:44](=[O:49])[N:29]5[C:30]=4[C:31]([O:33]CC4C=CC([N+]([O-])=O)=CC=4)=[O:32])[CH2:22][N:21]3[CH3:51])=[O:19])[CH2:14]2)=O)=CC=1)([O-])=O.[ClH:54]>O1CCCC1.O>[ClH:54].[NH2:12][C@H:13]1[CH2:17][CH2:16][N:15]([C:18]([C@@H:20]2[CH2:24][C@H:23]([S:25][C:26]3[C@H:27]([CH3:50])[C@@H:28]4[C@@H:45]([C@H:46]([OH:48])[CH3:47])[C:44](=[O:49])[N:29]4[C:30]=3[C:31]([OH:33])=[O:32])[CH2:22][N:21]2[CH3:51])=[O:19])[CH2:14]1 |f:4.5|. Procedure: 1.0 g of 4-nitrobenzyl (1R, 5S ,6S)-2-{(2S, 4S)-2-[(3S)-3-(4-nitrobenzyloxycarbonyl)aminopyrrolidin-1-ylcarbonyl]-1-methylpyrrolidin-4ylthio}-6-[(1R)-1-hydroxyethyl]-1-methyl-1-carbapen-2-em-3-carboxylate [prepared as described in step (a) above] was dissolved in 30 ml of a 2:1 by volume mixture of tetrahydrofuran and water, after which 1.04 ml of 1N aqueous hydrochloric acid was added, and the mixture was hydrogenated by bubbling hydrogen through it at room temperature for 2 hours in the presen... Reactants: C1(CCCC1)C1(C(C2=C(C(=C(C=C2C1)O)Cl)Cl)=O)C ((2RS)-2-cyclopentyl-2-methyl-5-hydroxy-6,7-dichloroindan-1-one), C([O-])([O-])=O.[K+].[K+] (potassium carbonate), FC(S(=O)(=O)Cl)(F)F (trifluoromethanesulfonyl chloride). Solvent: CC(=O)C (acetone). Run at temperature 0 celsius. Product: C1(CCCC1)C1(C(C2=C(C(=C(C=C2C1)S)Cl)Cl)=O)C ((2RS)-2-cyclopentyl-2-methyl-5-mercapto-6,7-dichloroindan-1-one). RXN SMILES: [CH:1]1([C:6]2([CH3:19])[CH2:14][C:13]3[C:8](=[C:9]([Cl:17])[C:10]([Cl:16])=[C:11](O)[CH:12]=3)[C:7]2=[O:18])[CH2:5][CH2:4][CH2:3][CH2:2]1.C(=O)([O-])[O-].[K+].[K+].FC(F)(F)[S:28](Cl)(=O)=O>CC(C)=O>[CH:1]1([C:6]2([CH3:19])[CH2:14][C:13]3[C:8](=[C:9]([Cl:17])[C:10]([Cl:16])=[C:11]([SH:28])[CH:12]=3)[C:7]2=[O:18])[CH2:5][CH2:4][CH2:3][CH2:2]1 |f:1.2.3|. Reported procedure: To a solution of 600 mg of (2RS)-2-cyclopentyl-2-methyl-5-hydroxy-6,7-dichloroindan-1-one (prepared by the method described in European Patent Publication No. 47011) in 6 ml of dry acetone was added 690 mg of potassium carbonate at a time and the mixture was stirred for twenty minutes. The reaction mixture was cooled to 0° C., 0.23 ml of trifluoromethanesulfonyl chloride was dropped thereto and the mixture was stirred for 10 minutes at the same temperature. The solid was filtered out from the re...